Task: describe an organic reaction: reactants, conditions, products, and yield. Dataset: the Open Reaction Database (ORD), a public repository of structured organic reaction records Reactants: C#CC(=O)O, N#CCCO, CN(C)c1ccncc1, C(=NC1CCCCC1)=NC1CCCCC1. The product is C#CC(=O)OCCC#N. RXN SMILES: [C:1]([C:2]#[CH:3])(=[O:4])[OH:5].[C:6](#[N:7])[CH2:8][CH2:9][OH:10].[CH3:26][N:27]([CH3:28])[c:29]1[cH:30][cH:31][n:32][cH:33][cH:34]1.[CH:11]1([N:12]=[C:13]=[N:14][CH:15]2[CH2:16][CH2:17][CH2:18][CH2:19][CH2:20]2)[CH2:21][CH2:22][CH2:23][CH2:24][CH2:25]1>>[C:1]([C:2]#[CH:3])(=[O:4])[O:5][CH2:9][CH2:8][C:6]#[N:7]. The reactants are BrC1CC1, C1CCOC1, COc1ccc2c(c1)C(=O)CCC2, [Cl-], [Mg], [NH4+]. Product: COc1ccc2c(c1)C(CCCBr)=CCC2. RXN SMILES: [Br:2][CH:3]1[CH2:4][CH2:5]1.[CH2:21]1[O:22][CH2:23][CH2:24][CH2:25]1.[CH3:6][O:7][c:8]1[cH:9][cH:10][c:11]2[c:16]([cH:17]1)[C:15](=[O:18])[CH2:14][CH2:13][CH2:12]2.[Cl-:19].[Mg:1].[NH4+:20]>>[Br:2][CH2:3][CH2:4][CH2:5][C:15]1=[CH:14][CH2:13][CH2:12][c:11]2[cH:10][cH:9][c:8]([O:7][CH3:6])[cH:17][c:16]21. The reactants are Cl (HCl), C[Li] (Methyl lithium), C1(=CC=CC=2SC3=CC=CC=C3SC12)C(=O)O (thianthrene-1-carboxylic acid), N#N (N2). Run in O1CCCC1 (tetrahydrofuran), O (Water). Conditions: time 4 hour. Product: C1(=CC=CC=2SC3=CC=CC=C3SC12)C(C)=O (1-Thianthren-1-yl-ethanone). Isolated yield 56.6%. Reaction SMILES: [CH3:1][Li].[C:3]1([C:17]([OH:19])=O)[C:16]2[S:15][C:14]3[C:9](=[CH:10][CH:11]=[CH:12][CH:13]=3)[S:8][C:7]=2[CH:6]=[CH:5][CH:4]=1.N#N.Cl>O1CCCC1.O>[C:3]1([C:17](=[O:19])[CH3:1])[C:16]2[S:15][C:14]3[C:9](=[CH:10][CH:11]=[CH:12][CH:13]=3)[S:8][C:7]=2[CH:6]=[CH:5][CH:4]=1. Procedure details: Methyl lithium (1.6M in ether, 57 ml, 90 mmol) was added drop wise to a stirred solution of thianthrene-1-carboxylic acid (11.71 g, 45 mmol) in dry tetrahydrofuran (200 ml) at −78° C. over 30 minutes under an inert atmosphere (N2). The reaction mixture was allowed to warm to room temperature and (very thick white suspension present) was left stirring for 4 hours. Water (10 ml) was then added carefully to the solution and the pH was adjusted to 1 (pH paper) with 2N HCl. The solvent was removed in... Starting materials: CC#N, COC(C)(C)C, COc1ccccc1COCCCOc1ccc(C2CCN(C(=O)OC(C)(C)C)CC2OCCOc2ccccc2CCO)cc1, O=C(n1ccnc1)n1ccnc1. Product: COc1ccccc1COCCCOc1ccc(C2CCN(C(=O)OC(C)(C)C)CC2OCCOc2ccccc2CCOC(=O)n2ccnc2)cc1. Reaction SMILES: [CH3:59][C:60]#[N:61].[CH3:62][O:63][C:64]([CH3:65])([CH3:66])[CH3:67].[OH:1][CH2:2][CH2:3][c:4]1[c:5]([O:6][CH2:7][CH2:8][O:9][CH:10]2[CH2:11][N:12]([C:36](=[O:37])[O:38][C:39]([CH3:40])([CH3:41])[CH3:42])[CH2:13][CH2:14][CH:15]2[c:16]2[cH:17][cH:18][c:19]([O:22][CH2:23][CH2:24][CH2:25][O:26][CH2:27][c:28]3[c:29]([O:34][CH3:35])[cH:30][cH:31][cH:32][cH:33]3)[cH:20][cH:21]2)[cH:43][cH:44][cH:45][cH:46]1.[n:47]1([C:52](=[O:53])[n:54]2[cH:55][cH:56][n:57][cH:58]2)[cH:48][n:49][cH:50][cH:51]1>>[O:1]([CH2:2][CH2:3][c:4]1[c:5]([O:6][CH2:7][CH2:8][O:9][CH:10]2[CH2:11][N:12]([C:36](=[O:37])[O:38][C:39]([CH3:40])([CH3:41])[CH3:42])[CH2:13][CH2:14][CH:15]2[c:16]2[cH:17][cH:18][c:19]([O:22][CH2:23][CH2:24][CH2:25][O:26][CH2:27][c:28]3[c:29]([O:34][CH3:35])[cH:30][cH:31][cH:32][cH:33]3)[cH:20][cH:21]2)[cH:43][cH:44][cH:45][cH:46]1)[C:52]([n:47]1[cH:48][n:49][cH:50][cH:51]1)=[O:53]. Starting materials: C(#N)C=1C(=NC=C(C1)COCCNC(C)C)C1=CC=C(C(=O)NC2=C(C=CC=C2)NC(OC(C)(C)C)=O)C=C1 (t-Butyl (2-{[4-(3-cyano-5-{[2-(isopropylamino)ethoxy]methyl}pyridin-2-yl)benzoyl]amino}phenyl)carbamate), solution, Cl (hydrogen chloride). Run in O1CCOCC1 (1,4-dioxane), O1CCOCC1 (1,4-dioxane). Yields the product NC1=C(C=CC=C1)NC(C1=CC=C(C=C1)C1=NC=C(C=C1C#N)COCCNC(C)C)=O (N-(2-aminophenyl)-4-(3-cyano-5-{[2-(isopropylamino)ethoxy]methyl}pyridin-2-yl)benzamide). As a reaction SMILES: [C:1]([C:3]1[C:4]([C:17]2[CH:39]=[CH:38][C:20]([C:21]([NH:23][C:24]3[CH:29]=[CH:28][CH:27]=[CH:26][C:25]=3[NH:30]C(=O)OC(C)(C)C)=[O:22])=[CH:19][CH:18]=2)=[N:5][CH:6]=[C:7]([CH2:9][O:10][CH2:11][CH2:12][NH:13][CH:14]([CH3:16])[CH3:15])[CH:8]=1)#[N:2].Cl>O1CCOCC1>[NH2:30][C:25]1[CH:26]=[CH:27][CH:28]=[CH:29][C:24]=1[NH:23][C:21](=[O:22])[C:20]1[CH:38]=[CH:39][C:17]([C:4]2[C:3]([C:1]#[N:2])=[CH:8][C:7]([CH2:9][O:10][CH2:11][CH2:12][NH:13][CH:14]([CH3:15])[CH3:16])=[CH:6][N:5]=2)=[CH:18][CH:19]=1. Reported procedure: t-Butyl (2-{[4-(3-cyano-5-{[2-(isopropylamino)ethoxy]methyl}pyridin-2-yl)benzoyl]amino}phenyl)carbamate (170 mg, 0.32 mmol, prepared as described in Method 31), 1,4-dioxane (1.5 ml) and a 4M solution of hydrogen chloride in 1,4-dioxane (1.2 ml) were stirred at ambient temperature for 21 hours. Reactants: Br, Br, ClC(Cl)(Cl)Cl, CCOC(=O)CC(=O)OCC. Yields the product CCOC(=O)C(Br)C(=O)OCC. As a reaction SMILES: [Br:12].[BrH:13].[C:14]([Cl:15])([Cl:16])([Cl:17])[Cl:18].[C:1]([CH2:2][C:3](=[O:4])[O:5][CH2:6][CH3:7])(=[O:8])[O:9][CH2:10][CH3:11]>>[C:1]([CH:2]([C:3](=[O:4])[O:5][CH2:6][CH3:7])[Br:13])(=[O:8])[O:9][CH2:10][CH3:11]. The yield is 86.0%. Run at time 2.5 hour. Solvent: O1CCOCC1 (1,4-dioxane), O (H2O), O (water). Procedure details: To a solution of Tyr(3-tBu)-OMe (41.4 g, 0.165 mol) in 1,4-dioxane (170 ml) and H2O (170 ml), under cooling with ice, sodium carbonate (26.2 g, 0.247 mol) was added and then Z—Cl (24.7 ml 0.173 mol) was further added over 25 min., followed by stirring for 2.5 hours at room temperature. The reaction mixture was mixed with water, extracted with chloroform, dried over anhydrous magnesium sulfate and evaporated to remove the solvent under reduced pressure. The thus precipitated crystals were collect... Yields the product N([C@@H](CC1=CC(=C(C=C1)O)C(C)(C)C)C(=O)OC)C(=O)OCC1=CC=CC=C1 (Z-Tyr(3-t-Bu)-OMe). Reaction SMILES: [NH2:1][C@H:2]([C:15]([O:17][CH3:18])=[O:16])[CH2:3][C:4]1[CH:9]=[CH:8][C:7]([OH:10])=[C:6]([C:11]([CH3:14])([CH3:13])[CH3:12])[CH:5]=1.C(=O)([O-])[O-].[Na+].[Na+].[CH:25]1[CH:30]=[CH:29][C:28]([CH2:31][O:32][C:33](Cl)=[O:34])=[CH:27][CH:26]=1>O1CCOCC1.O>[NH:1]([C:33]([O:32][CH2:31][C:28]1[CH:29]=[CH:30][CH:25]=[CH:26][CH:27]=1)=[O:34])[C@H:2]([C:15]([O:17][CH3:18])=[O:16])[CH2:3][C:4]1[CH:9]=[CH:8][C:7]([OH:10])=[C:6]([C:11]([CH3:14])([CH3:12])[CH3:13])[CH:5]=1 |f:1.2.3|. The reactants are N[C@@H](CC1=CC(=C(C=C1)O)C(C)(C)C)C(=O)OC (Tyr(3-tBu)-OMe), C([O-])([O-])=O.[Na+].[Na+] (sodium carbonate), C1=CC=C(C=C1)COC(=O)Cl (Z—Cl). Reactants: [Si](C)(C)(C(C)(C)C)O[C@@H](C=O)C1=CC(=CC=C1)Cl ((R)-α-t-butyldimethylsilyloxy-α-(3-chlorophenyl)acetaldehyde), N[C@@H](COC1=CC=C(C=C1)CC(=O)OC)C (methyl 4-[2(R)-amino-1-propoxy]phenylacetate), C(#N)[BH3-].[Na+] (sodium cyanoborohydride). Run in CO (methanol). The product is COC(=O)CC1=CC=C(OC[C@@H](C)NC[C@@H](C2=CC(=CC=C2)Cl)O[Si](C)(C)C(C)(C)C)C=C1 (N-[2-(4-Methoxycarbonylmethylphenoxy)-1(R)-methylethyl]-2(R)-t-butyldimethylsilyloxy-2-(3-chlorophenyl)ethanamine). Reaction SMILES: [Si:1]([O:8][C@H:9]([C:12]1[CH:17]=[CH:16][CH:15]=[C:14]([Cl:18])[CH:13]=1)[CH:10]=O)([C:4]([CH3:7])([CH3:6])[CH3:5])([CH3:3])[CH3:2].[NH2:19][C@H:20]([CH3:34])[CH2:21][O:22][C:23]1[CH:28]=[CH:27][C:26]([CH2:29][C:30]([O:32][CH3:33])=[O:31])=[CH:25][CH:24]=1.C([BH3-])#N.[Na+]>CO>[CH3:33][O:32][C:30]([CH2:29][C:26]1[CH:27]=[CH:28][C:23]([O:22][CH2:21][C@H:20]([NH:19][CH2:10][C@H:9]([O:8][Si:1]([C:4]([CH3:5])([CH3:6])[CH3:7])([CH3:2])[CH3:3])[C:12]2[CH:17]=[CH:16][CH:15]=[C:14]([Cl:18])[CH:13]=2)[CH3:34])=[CH:24][CH:25]=1)=[O:31] |f:2.3|. Reported procedure: Following a procedure similar to that described in Preparation 29, but using 5.2 g of (R)-α-t-butyldimethylsilyloxy-α-(3-chlorophenyl)acetaldehyde (prepared as described in Preparation 49), 4.24 g of methyl 4-[2(R)-amino-1-propoxy]phenylacetate (prepared as described in Preparation 27), 50 ml of absolute methanol and 3.4 g of sodium cyanoborohydride, the title compound was obtained having an Rf=0.20 (thin layer chromatography over silica gel, using a 1:4 by volume mixture of ethyl acetate and he... The product is CC(COC1=CC(=NC(=N1)N)N)C (6-(2-methylpropoxy)-2,4-diaminopyrimidine). Isolated yield 75.0%. RXN SMILES: [Na].[NH2:2][C:3]1[N:8]=[C:7]([NH2:9])[CH:6]=[C:5](Cl)[N:4]=1.[Na+].[Cl-].[CH2:13]([OH:17])[CH:14]([CH3:16])[CH3:15]>>[CH3:15][CH:14]([CH3:16])[CH2:13][O:17][C:5]1[N:4]=[C:3]([NH2:2])[N:8]=[C:7]([NH2:9])[CH:6]=1 |f:2.3,^1:0|. The reactants are [Na] (sodium), NC1=NC(=CC(=N1)N)Cl (2,4-diamino-6-chloropyrimidine), C(C(C)C)O (isobutyl alcohol), [Na+].[Cl-] (NaCl). Reported procedure: To a solution of 6.9 g (0.30 mol) sodium in 185 ml isobutyl alcohol were added 43.4 g (0.30 mol) 2,4-diamino-6-chloropyrimidine. The mixture was heated under reflux with stirring for 10 h. The reaction mixture was then stirred at 80° C. for a further 36 h. After the reaction was ended the precipitated NaCl was separated off and the solution was concentrated to dryness. The residue was repeatedly taken up in ethanol and again concentrated in order to remove residual isobutyl alcohol. After drying... Run at time 10 hour.